From a dataset of the Open Reaction Database (ORD), a public repository of structured organic reaction records. describe an organic reaction: reactants, conditions, products, and yield Reactants: C1CCOC1, CO, [Li+], [OH-], O, O, COC(=O)C1CC(SC[Si](C)(C)C)(c2ccc(-c3ccccc3)cc2)CN1C(=O)OCc1ccccc1. The product is C[Si](C)(C)CSC1(c2ccc(-c3ccccc3)cc2)CC(C(=O)O)N(C(=O)OCc2ccccc2)C1. As a reaction SMILES: [CH2:41]1[O:42][CH2:43][CH2:44][CH2:45]1.[CH3:46][OH:47].[Li+:40].[OH-:39].[OH2:38].[OH2:48].[c:1]1(-[c:32]2[cH:33][cH:34][cH:35][cH:36][cH:37]2)[cH:2][cH:3][c:4]([C:7]2([S:26][CH2:27][Si:28]([CH3:29])([CH3:30])[CH3:31])[CH2:8][CH:9]([C:22](=[O:23])[O:24][CH3:25])[N:10]([C:12](=[O:13])[O:14][CH2:15][c:16]3[cH:17][cH:18][cH:19][cH:20][cH:21]3)[CH2:11]2)[cH:5][cH:6]1>>[c:1]1(-[c:32]2[cH:33][cH:34][cH:35][cH:36][cH:37]2)[cH:2][cH:3][c:4]([C:7]2([S:26][CH2:27][Si:28]([CH3:29])([CH3:30])[CH3:31])[CH2:8][CH:9]([C:22](=[O:23])[OH:24])[N:10]([C:12](=[O:13])[O:14][CH2:15][c:16]3[cH:17][cH:18][cH:19][cH:20][cH:21]3)[CH2:11]2)[cH:5][cH:6]1. The reactants are Clc1ccc(CBr)cc1, C[O-], CO, [Na+], O=c1[nH]ccc(=S)[nH]1. The product is O=c1nc(SCc2ccc(Cl)cc2)cc[nH]1. As a reaction SMILES: [Br:12][CH2:13][c:14]1[cH:15][cH:16][c:17]([Cl:20])[cH:18][cH:19]1.[CH3:1][O-:2].[CH3:21][OH:22].[Na+:3].[nH:4]1[c:5](=[O:6])[nH:7][c:8](=[S:9])[cH:10][cH:11]1>>[nH:4]1[c:5](=[O:6])[n:7][c:8]([S:9][CH2:13][c:14]2[cH:15][cH:16][c:17]([Cl:20])[cH:18][cH:19]2)[cH:10][cH:11]1. Yields the product COC(=O)CCCC(N)=O. As a reaction SMILES: [CH2:12]1[O:13][CH2:14][CH2:15][CH2:16]1.[Cl:2][C:3](=[O:4])[CH2:5][CH2:6][CH2:7][C:8](=[O:9])[O:10][CH3:11].[NH3:1]>>[NH2:1][C:3](=[O:4])[CH2:5][CH2:6][CH2:7][C:8](=[O:9])[O:10][CH3:11]. Reactants: C1CCOC1, COC(=O)CCCC(=O)Cl, N. Reactants: O=C1CN(CC(N1)=O)CC(C)N1CC(NC(C1)=O)=O (1,2-bis(3,5-dioxopiperazin-1-yl)-propane), C1(=CC=CC=C1)N1CCNCC1 (N-phenylpiperazine), CN(C)C=O (DMF), C=O (formaldehyde). The solvent is C(C)O (ethanol). Conditions: time 48 hour. Product: C1(=CC=CC=C1)N1CCN(CC1)CN1C(CN(CC1=O)CC(C)N1CC(NC(C1)=O)=O)=O (1-[4-(N-Phenylpiperazinomethyl)-3,5-dioxopiperazin-1-yl]-2-(3,5-dioxopiperazin-1-yl)-propane). The yield is 62.0%. RXN SMILES: [C:1]1([N:7]2[CH2:12][CH2:11][NH:10][CH2:9][CH2:8]2)[CH:6]=[CH:5][CH:4]=[CH:3][CH:2]=1.[CH3:13]N(C=O)C.C=O.[O:20]=[C:21]1[NH:26][C:25](=[O:27])[CH2:24][N:23]([CH2:28][CH:29]([N:31]2[CH2:36][C:35](=[O:37])[NH:34][C:33](=[O:38])[CH2:32]2)[CH3:30])[CH2:22]1>C(O)C>[C:1]1([N:7]2[CH2:12][CH2:11][N:10]([CH2:13][N:26]3[C:21](=[O:20])[CH2:22][N:23]([CH2:28][CH:29]([N:31]4[CH2:32][C:33](=[O:38])[NH:34][C:35](=[O:37])[CH2:36]4)[CH3:30])[CH2:24][C:25]3=[O:27])[CH2:9][CH2:8]2)[CH:6]=[CH:5][CH:4]=[CH:3][CH:2]=1. Procedure details: A mixture of N-phenylpiperazine (0.81 g, 5 m mole), DMF (13.4 ml), absolute ethanol (3,3 ml), 37% aqueous formaldehyde solution (0.43 ml) and dl-1,2-bis(3,5-dioxopiperazin-1-yl)-propane (1.34 g, 5 m mole) was stirred at room temperature for 48 hours. Then, the precipitates thus obtained were collected and were washed with absolute ethanol and then with ether. The washed precipitates were dried under a reduced pressure to give the titled compound (1.39 g; yield 62%). The compound obtained in this... Starting materials: OC=1C=C(C=C(C1)C1=CN(C=2N=CN=C(C21)N[C@@H](C)C2=NN1C(C(N2C2=CC=CC=C2)=O)=C(C=C1)C)COCC[Si](C)(C)C)NS(=O)(=O)N(C)C (N′-[3-Hydroxy-5-(4-{[(1S)-1-(5-methyl-4-oxo-3-phenyl-3,4-dihydropyrrolo[2,1-f][1,2,4]triazin-2-yl)ethyl]amino}-7-{[2-(trimethylsilyl)ethoxy]methyl}-7H-pyrrolo[2,3-d]pyrimidin-5-yl)phenyl]-N,N-dimethylsulfamide), FC(C(=O)O)(F)F (trifluoroacetic acid), N (ammonia). The product is OC=1C=C(C=C(C1)C1=CNC=2N=CN=C(C21)N[C@@H](C)C2=NN1C(C(N2C2=CC=CC=C2)=O)=C(C=C1)C)NS(=O)(=O)N(C)C (N′-[3-Hydroxy-5-(4-{[(1S)-1-(5-methyl-4-oxo-3-phenyl-3,4-dihydropyrrolo[2,1-f][1,2,4]triazin-2-yl)ethyl]amino}-7H-pyrrolo[2,3-d]pyrimidin-5-yl)phenyl]-N,N-dimethylsulfamide). The yield is 100.1%. As a reaction SMILES: [OH:1][C:2]1[CH:3]=[C:4]([NH:45][S:46]([N:49]([CH3:51])[CH3:50])(=[O:48])=[O:47])[CH:5]=[C:6]([C:8]2[C:16]3[C:15]([NH:17][C@H:18]([C:20]4[N:25]([C:26]5[CH:31]=[CH:30][CH:29]=[CH:28][CH:27]=5)[C:24](=[O:32])[C:23]5=[C:33]([CH3:36])[CH:34]=[CH:35][N:22]5[N:21]=4)[CH3:19])=[N:14][CH:13]=[N:12][C:11]=3[N:10](COCC[Si](C)(C)C)[CH:9]=2)[CH:7]=1.FC(F)(F)C(O)=O.N>>[OH:1][C:2]1[CH:3]=[C:4]([NH:45][S:46]([N:49]([CH3:51])[CH3:50])(=[O:48])=[O:47])[CH:5]=[C:6]([C:8]2[C:16]3[C:15]([NH:17][C@H:18]([C:20]4[N:25]([C:26]5[CH:27]=[CH:28][CH:29]=[CH:30][CH:31]=5)[C:24](=[O:32])[C:23]5=[C:33]([CH3:36])[CH:34]=[CH:35][N:22]5[N:21]=4)[CH3:19])=[N:14][CH:13]=[N:12][C:11]=3[NH:10][CH:9]=2)[CH:7]=1. Reported procedure: N′-[3-Hydroxy-5-(4-{[(1S)-1-(5-methyl-4-oxo-3-phenyl-3,4-dihydropyrrolo[2,1-f][1,2,4]triazin-2-yl)ethyl]amino}-7-{[2-(trimethylsilyl)ethoxy]methyl}-7H-pyrrolo[2,3-d]pyrimidin-5-yl)phenyl]-N,N-dimethylsulfamide (8 mg, 0.01 mmol) was treated with trifluoroacetic acid (160 μl, 2.08 mmol) and a solution of ammonia (7N in methanol, 160 μl, 1.12 mmol) according to the method described in Example 27. The residue was purified using SP1® Purification System (0% to 15% dichloromethane-2-propanol) to obtai... Starting materials: O=C(C(=O)O)CCC(=O)O (2-oxoglutaric acid), N1CCCC1 (pyrrolidine). Product: N1(CCCC1)C(C(CCC(=O)O)=O)=O (5-pyrrolidyl-4,5-dioxopentanoic acid). Yield: 51.8%. Reaction SMILES: [O:1]=[C:2]([CH2:6][CH2:7][C:8]([OH:10])=[O:9])[C:3]([OH:5])=O.[NH:11]1[CH2:15][CH2:14][CH2:13][CH2:12]1>>[N:11]1([C:3](=[O:5])[C:2](=[O:1])[CH2:6][CH2:7][C:8]([OH:10])=[O:9])[CH2:15][CH2:14][CH2:13][CH2:12]1. Procedure: Using 584 mg of 2-oxoglutaric acid and 284 mg of pyrrolidine, there was obtained 412 mg of the subject compound (84), by conducting a reaction and treatment analogous to Example 83, as colorless crystals, m.p. 101°-102° C.